This data is from the Open Reaction Database (ORD), a public repository of structured organic reaction records. The task is: describe an organic reaction: reactants, conditions, products, and yield The reactants are 10, N1=C(C=C(C=C1C)C)C (collidine), ClC1=CC=C(CNC(=O)C2=CN(C3=CC=C(C=C3C2=O)CO)C)C=C1 (N-(4-chlorobenzyl)-6-(hydroxymethyl)-1-methyl-4-oxo-1,4-dihydro-3-quinolinecarboxamide), CS(=O)(=O)Cl (Methanesulfonyl chloride). Reagents/catalysts: CN(C)C=1C=CN=CC1 (DMAP). Solvent: CN(C)C=O (DMF). Product: ClC1=CC=C(CNC(=O)C2=CN(C3=CC=C(C=C3C2=O)CCl)C)C=C1 (N-(4-Chlorobenzyl)-6-(chloromethyl)-1-methyl-4-oxo-1,4-dihydro-3-quinolinecarboxamide). Isolated yield 90.0%. RXN SMILES: [Cl:1][C:2]1[CH:25]=[CH:24][C:5]([CH2:6][NH:7][C:8]([C:10]2[C:19](=[O:20])[C:18]3[C:13](=[CH:14][CH:15]=[C:16]([CH2:21]O)[CH:17]=3)[N:12]([CH3:23])[CH:11]=2)=[O:9])=[CH:4][CH:3]=1.N1C(C)=CC(C)=CC=1C.CS([Cl:39])(=O)=O>CN(C1C=CN=CC=1)C.CN(C=O)C>[Cl:1][C:2]1[CH:25]=[CH:24][C:5]([CH2:6][NH:7][C:8]([C:10]2[C:19](=[O:20])[C:18]3[C:13](=[CH:14][CH:15]=[C:16]([CH2:21][Cl:39])[CH:17]=3)[N:12]([CH3:23])[CH:11]=2)=[O:9])=[CH:4][CH:3]=1. Procedure: A solution of N-(4-chlorobenzyl)-6-(hydroxymethyl)-1-methyl-4-oxo-1,4-dihydro-3-quinolinecarboxamide from Preparation No. 10 (1.0 g), collidine (0.44 mL), and DMAP (57.9 mg) in anhydrous DMF (48 mL) is cooled to 0° C. Methanesulfonyl chloride (0.24 mL) is added dropwise. The reaction is stirred at room temperature. The crude product is precipitated by addition of water and is filtered. The resulting solid is adsorbed onto silica and purified by chromatography (eluent 100% CH2Cl2 (1 L), 1% MeOH i... The reactants are Cl.N[C@@H]1C[C@H](CC1)NC(=O)C1=C(NC2=C1N=CN=C2C2=C(C=CC(=C2)C(F)F)OCC2CC2)C (N-[(1S,3S)-3-aminocyclopentyl]-4-[2-(cyclopropylmethoxy)-5-(difluoromethyl)phenyl]-6-methyl-5H-pyrrolo[3,2-d]pyrimidine-7-carboxamide hydrochloride), C(C)(=O)Cl (acetyl chloride). Yields the product C(C)(=O)N[C@@H]1C[C@H](CC1)NC(=O)C1=C(NC2=C1N=CN=C2C2=C(C=CC(=C2)C(F)F)OCC2CC2)C (N-[(1S,3S)-3-(Acetylamino)cyclopentyl]-4-[2-(cyclopropylmethoxy)-5-(difluoromethyl)phenyl]-6-methyl-5H-pyrrolo[3,2-d]pyrimidine-7-carboxamide). As a reaction SMILES: Cl.[NH2:2][C@H:3]1[CH2:7][CH2:6][C@H:5]([NH:8][C:9]([C:11]2[C:15]3[N:16]=[CH:17][N:18]=[C:19]([C:20]4[CH:25]=[C:24]([CH:26]([F:28])[F:27])[CH:23]=[CH:22][C:21]=4[O:29][CH2:30][CH:31]4[CH2:33][CH2:32]4)[C:14]=3[NH:13][C:12]=2[CH3:34])=[O:10])[CH2:4]1.[C:35](Cl)(=[O:37])[CH3:36]>>[C:35]([NH:2][C@H:3]1[CH2:7][CH2:6][C@H:5]([NH:8][C:9]([C:11]2[C:15]3[N:16]=[CH:17][N:18]=[C:19]([C:20]4[CH:25]=[C:24]([CH:26]([F:28])[F:27])[CH:23]=[CH:22][C:21]=4[O:29][CH2:30][CH:31]4[CH2:33][CH2:32]4)[C:14]=3[NH:13][C:12]=2[CH3:34])=[O:10])[CH2:4]1)(=[O:37])[CH3:36] |f:0.1|. Reported procedure: Starting from N-[(1S,3S)-3-aminocyclopentyl]-4-[2-(cyclopropylmethoxy)-5-(difluoromethyl)phenyl]-6-methyl-5H-pyrrolo[3,2-d]pyrimidine-7-carboxamide hydrochloride (example D.f64) and commercially available acetyl chloride the title compound is obtained as colorless solid. The reactants are IC1=C(C=CC=C1)S(=O)(=O)[O-].[Na+] (sodium 2-iodobenzenesulfonate), OOS(=O)[O-].[K+] (Oxone), S(=O)(=O)([O-])[O-].[Na+].[Na+] (sodium sulfate), O1CCOC12CCC(CC2)O (1,4-dioxaspiro[4.5]decane-8-ol). The solvent is C(C)(=O)OCC (ethyl acetate). Reaction conditions: temperature 70 celsius, time 8 hour. Yields the product O1CCOC12CCC(CC2)=O (1,4-dioxaspiro[4.5]decane-8-one). Yield: 86.0%. Reaction SMILES: IC1C=CC=CC=1S([O-])(=O)=O.[Na+].OOS([O-])=O.[K+].S([O-])([O-])(=O)=O.[Na+].[Na+].[O:26]1[C:30]2([CH2:35][CH2:34][CH:33]([OH:36])[CH2:32][CH2:31]2)[O:29][CH2:28][CH2:27]1>C(OCC)(=O)C>[O:26]1[C:30]2([CH2:31][CH2:32][C:33](=[O:36])[CH2:34][CH2:35]2)[O:29][CH2:28][CH2:27]1 |f:0.1,2.3,4.5.6|. Procedure: 6.1 mg (0.02 mmol) of sodium 2-iodobenzenesulfonate prepared by Preparation Example 4, 0.49 g (0.8 mmol) of powdered Oxone (registered trademark), 0.5 g (3.5 mmol) of anhydrous sodium sulfate and 158 mg (1 mmol) of 1,4-dioxaspiro[4.5]decane-8-ol were added to 5 ml of ethyl acetate, and the mixture was heated at 70° C. while being stirred under a nitrogen for eight hours. The later treatment was carried out in the same way as in Example 1, and then 1,4-dioxaspiro[4.5]decane-8-one was obtained. Th... Yields the product CC1CCN(CCn2c(=O)sc3ccccc32)CC1. As a reaction SMILES: [CH3:14][CH:15]1[CH2:16][CH2:17][NH:18][CH2:19][CH2:20]1.[Cl:1][CH2:2][CH2:3][n:4]1[c:5](=[O:13])[s:6][c:7]2[c:8]1[cH:9][cH:10][cH:11][cH:12]2>>[CH2:2]([CH2:3][n:4]1[c:5](=[O:13])[s:6][c:7]2[c:8]1[cH:9][cH:10][cH:11][cH:12]2)[N:18]1[CH2:17][CH2:16][CH:15]([CH3:14])[CH2:20][CH2:19]1. Reactants: CC1CCNCC1, O=c1sc2ccccc2n1CCCl. Reaction SMILES: [CH3:22][Sn:23]([c:24]1[cH:25][cH:26][c:27]([C:30]2=[N:31][O:32][CH:33]([CH2:35][OH:36])[CH2:34]2)[n:28][cH:29]1)([CH3:37])[CH3:38].[CH:55]([Cl:56])([Cl:57])[Cl:58].[CH:61](=[CH:62][C:63]([CH:64]=[CH:65][c:66]1[cH:67][cH:68][cH:69][cH:70][cH:71]1)=[O:72])[c:73]1[cH:74][cH:75][cH:76][cH:77][cH:78]1.[CH:79](=[CH:80][C:81]([CH:82]=[CH:83][c:84]1[cH:85][cH:86][cH:87][cH:88][cH:89]1)=[O:90])[c:91]1[cH:92][cH:93][cH:94][cH:95][cH:96]1.[CH:97](=[CH:98][C:99]([CH:100]=[CH:101][c:102]1[cH:103][cH:104][cH:105][cH:106][cH:107]1)=[O:108])[c:109]1[cH:110][cH:111][cH:112][cH:113][cH:114]1.[F:1][c:2]1[cH:3][c:4]([N:9]2[C:10](=[O:21])[O:11][CH:12]([CH2:14][n:15]3[n:16][n:17][c:18]([CH3:20])[cH:19]3)[CH2:13]2)[cH:5][cH:6][c:7]1[I:8].[Pd:59].[Pd:60].[o:39]1[cH:40][cH:41][cH:42][c:43]1[P:44]([c:45]1[o:46][cH:47][cH:48][cH:49]1)[c:50]1[o:51][cH:52][cH:53][cH:54]1>>[F:1][c:2]1[cH:3][c:4]([N:9]2[C:10](=[O:21])[O:11][CH:12]([CH2:14][n:15]3[n:16][n:17][c:18]([CH3:20])[cH:19]3)[CH2:13]2)[cH:5][cH:6][c:7]1-[c:24]1[cH:25][cH:26][c:27]([C:30]2=[N:31][O:32][CH:33]([CH2:35][OH:36])[CH2:34]2)[n:28][cH:29]1. Reactants: C[Sn](C)(C)c1ccc(C2=NOC(CO)C2)nc1, ClC(Cl)Cl, O=C(C=Cc1ccccc1)C=Cc1ccccc1, O=C(C=Cc1ccccc1)C=Cc1ccccc1, O=C(C=Cc1ccccc1)C=Cc1ccccc1, Cc1cn(CC2CN(c3ccc(I)c(F)c3)C(=O)O2)nn1, [Pd], [Pd], c1coc(P(c2ccco2)c2ccco2)c1. Yields the product Cc1cn(CC2CN(c3ccc(-c4ccc(C5=NOC(CO)C5)nc4)c(F)c3)C(=O)O2)nn1. Reactants: C=1C=CC2=C(C1)N=NN2O (HOBt), C(CCl)Cl (EDC), Cl.CN (methanamine HCl), C(C)N(C(C)C)C(C)C (N-ethyl-N-isopropylpropan-2-amine), BrC=1C(=NC=NC1)C(=O)O (5-bromopyrimidine-4-carboxylic acid). Solvent: CN(C)C=O (DMF). Conditions: time 18 hour. Yields the product BrC=1C(=NC=NC1)C(=O)NC (5-bromo-N-methylpyrimidine-4-carboxamide). Isolated yield 34.5%. Reaction SMILES: [Br:1][C:2]1[C:3]([C:8]([OH:10])=O)=[N:4][CH:5]=[N:6][CH:7]=1.C1C=CC2N(O)N=[N:17][C:15]=2C=1.C(Cl)CCl.Cl.CN.C(N(C(C)C)C(C)C)C>CN(C=O)C>[Br:1][C:2]1[C:3]([C:8]([NH:17][CH3:15])=[O:10])=[N:4][CH:5]=[N:6][CH:7]=1 |f:3.4|. Reported procedure: To a mixture of 5-bromopyrimidine-4-carboxylic acid (0.3 g, 1.478 mmol) in DMF (3 mL) were added HOBt (0.260 g, 1.921 mmol), EDC (0.397 g, 2.069 mmol), methanamine HCl (0.200 g, 2.96 mmol), followed by N-ethyl-N-isopropylpropan-2-amine (0.772 mL, 4.43 mmol). The reaction mixture was stirred for 18 hours at room temperature. The crude residue was purified by preparative HPLC (Waters SunFire C18, 5 μm, 30 mm ID×75 mm column) eluting with 5% ACN (containing 0.035% TFA) in water (containing 0.05% TF... Reactants: C(C1=CC=CC=C1)N1N=C(C=2CC3C(C12)C3)C=3N=NNN3 (2-benzyl-4-(2H-tetrazol-5-yl)-1a,2,5,5a-tetrahydro-1H-2,3-diaza-cyclopropa[a]pentalene), CC(C)(C)[O-].[K+] (KOt-Bu), solution. Run in C1CCOC1 (THF), CS(=O)C (DMSO). Product: ammonium salt, N=1NN=NC1C1=C2C[C@@H]3[C@H](C2=NN1)C3 ((1aR,5aR)-4-(2H-Tetrazol-5-yl)-1a,3,5,5a-tetrahydro-1H-2,3-diaza-cyclopropa[a]pentalene). Reaction SMILES: C([N:8]1[C:15]2[CH:14]3[CH2:16][CH:13]3[CH2:12][C:11]=2[C:10]([C:17]2[N:18]=[N:19][NH:20][N:21]=2)=[N:9]1)C1C=CC=CC=1.CC([O-])(C)C.[K+]>C1COCC1.CS(C)=O>[N:21]1[NH:20][N:19]=[N:18][C:17]=1[C:10]1[NH:9][N:8]=[C:15]2[C:11]=1[CH2:12][C@H:13]1[CH2:16][C@H:14]12 |f:1.2|. Reported procedure: Air was bubbled through a stirring solution of 2-benzyl-4-(2H-tetrazol-5-yl)-1a,2,5,5a-tetrahydro-1H-2,3-diaza-cyclopropa[a]pentalene (10.4 g, 37.4 mmol) and KOt-Bu (374 mL of a 1M solution in THF, 374 mmol) in DMSO (300 mL) for 20 h at rt. The remaining THF was removed in vacuo and the reaction was acidified to pH=2 by the addition of HCl (3M aq). The mixture was concentrated in vacuo to near dryness. The residue was dissolved in HCl (1N aq., 250 mL) and extracted with EtOAc (5×250 mL). The org... The yield is 88.0%. As a reaction SMILES: [Cl:1][C:2]1[CH:7]=[CH:6][C:5]([C:8](=[O:11])[CH2:9][CH3:10])=[CH:4][CH:3]=1.C(OCC)(OCC)[O:13][CH2:14][CH3:15].[CH3:22][CH2:23]O>>[Cl:1][C:2]1[CH:3]=[CH:4][C:5]([C:8]([O:13][CH2:14][CH3:15])([O:11][CH2:22][CH3:23])[CH2:9][CH3:10])=[CH:6][CH:7]=1. Product: ClC1=CC=C(C=C1)C(CC)(OCC)OCC (1-Chloro-4-(1,1-diethoxypropyl)benzene). Procedure details: A solution of 15.0 g of p-chloropropiophenone and 7.8 mL of dry EtOH was treated with 22.0 mL of triethyl orthoformate. Gaseous HCl was bubbled through the solution until saturation and the reaction mixture heated to reflux overnight. An additional 14.8 mL. Of triethyl orthoformate was added and the reaction mixture allowed to cool to room temperature. The cooled mixture was washed with 10% Na2CO3, extracted with diethyl ether and concd in vacuo to afford 19.0 g (88%) of a crude orange/yellow oi... The reactants are ClC1=CC=C(C=C1)C(CC)=O (p-chloropropiophenone), C(OCC)(OCC)OCC (triethyl orthoformate), CCO (EtOH). Starting materials: ClC1=C(C(=O)NC=2C=CC=C3C(=CC=NC23)NN)C(=CC=C1)Cl (8-(2,6-dichlorobenzoylamino)-4-hydrazinoquinoline), CS(=O)(=O)Cl (methanesulfonyl chloride). Solvent: N1=CC=CC=C1 (pyridine), CN(C=O)C (dimethylformamide). Run at time 50 minute. The product is ClC1=C(C(=O)NC=2C=CC=C3C(=CC=NC23)NNS(=O)(=O)C)C(=CC=C1)Cl (8-(2,6-dichlorobenzoylamino)-4-(2-methanesulfonylhydrazino)quinoline). Yield: 6.0%. As a reaction SMILES: [Cl:1][C:2]1[CH:22]=[CH:21][CH:20]=[C:19]([Cl:23])[C:3]=1[C:4]([NH:6][C:7]1[CH:8]=[CH:9][CH:10]=[C:11]2[C:16]=1[N:15]=[CH:14][CH:13]=[C:12]2[NH:17][NH2:18])=[O:5].[CH3:24][S:25](Cl)(=[O:27])=[O:26]>N1C=CC=CC=1.CN(C)C=O>[Cl:1][C:2]1[CH:22]=[CH:21][CH:20]=[C:19]([Cl:23])[C:3]=1[C:4]([NH:6][C:7]1[CH:8]=[CH:9][CH:10]=[C:11]2[C:16]=1[N:15]=[CH:14][CH:13]=[C:12]2[NH:17][NH:18][S:25]([CH3:24])(=[O:27])=[O:26])=[O:5]. Procedure details: To a stirred suspension of 8-(2,6-dichlorobenzoylamino)-4-hydrazinoquinoline (216 mg) in pyridine (2 ml) was added a solution of methanesulfonyl chloride (78.4 mg) in dimethylformamide under ice-cooling, and the mixture was stirred for 50 minutes at the same temperature. The mixture was concentrated in vacuo, and ethyl acetate, methanol and water were added to the residue. The separated organic layer was washed with water and brine, dried over magnesium sulfate and evaporated in vacuo. The resid... The reactants are CC(C)(C)OC(=O)N1CCC(c2ccccc2C#N)CC1, CCOC(C)=O, Cl. Product: Cl, N#Cc1ccccc1C1CCNCC1. As a reaction SMILES: [C:1]([O:2][C:3](=[O:4])[N:8]1[CH2:9][CH2:10][CH:11]([c:14]2[c:15]([C:16]#[N:17])[cH:18][cH:19][cH:20][cH:21]2)[CH2:12][CH2:13]1)([CH3:5])([CH3:6])[CH3:7].[CH3:23][CH2:24][O:25][C:26](=[O:27])[CH3:28].[ClH:22]>>[ClH:22].[NH:8]1[CH2:9][CH2:10][CH:11]([c:14]2[c:15]([C:16]#[N:17])[cH:18][cH:19][cH:20][cH:21]2)[CH2:12][CH2:13]1.